From a dataset of the Open Reaction Database (ORD), a public repository of structured organic reaction records. describe an organic reaction: reactants, conditions, products, and yield Starting materials: BrC1=C(C=CC=C1)F (2-bromofluorobenzene), bis(diphenylphosphinylethane)nickel dichloride, C1(=CC=C(C=C1)[Mg]Br)C (4-toluylmagnesium bromide). Yields the product FC1=C(C=CC=C1)C1=CC=C(C=C1)C (4-(2-Fluorophenyl)-toluene). Yield: 57.0%. Reaction SMILES: Br[C:2]1[CH:7]=[CH:6][CH:5]=[CH:4][C:3]=1[F:8].[C:9]1([CH3:17])[CH:14]=[CH:13][C:12]([Mg]Br)=[CH:11][CH:10]=1>>[F:8][C:3]1[CH:4]=[CH:5][CH:6]=[CH:7][C:2]=1[C:12]1[CH:13]=[CH:14][C:9]([CH3:17])=[CH:10][CH:11]=1. Procedure: 6.0 g (57% yield) was prepared as an oil by the method of Example 19A from 10 g 2-bromofluorobenzene, 250 mg bis(diphenylphosphinylethane)nickel dichloride and 89 ml 0.73M 4-toluylmagnesium bromide. The product was used without further purification. NMR (CDCl3, 60 MHz): 7.5-6.9 (m, 8H), 2.3 (s, 3H). Reactants: CCCCCC (hexane), (MeO)2SO2, CN(CCN(C)C)C (N,N,N′,N′-Tetramethylethylenediamine), [Si](C)(C)(C(C)(C)C)OC[C@H]1CN(C[C@@H]1C1=CC(=CC=C1)F)C(=O)OC(C)(C)C (3-(R)-((tert-Butyldimethylsilyloxy)methyl)-4-(S)-(3-fluorophenyl)-1-tert-butoxycarbonylpyrrolidine), C(C)(CC)[Li] (sec-Butyllithium). The solvent is C(C)(=O)OCC (ethyl acetate), C(C)OCC (diethyl ether). Run at time 45 minute. The product is CC1N(C[C@@H]([C@H]1CO[Si](C)(C)C(C)(C)C)C1=CC(=CC=C1)F)C(=O)OC(C)(C)C (2-Methyl-3-(R)-((tert-butyldimethylsilyloxy)methyl)-4-(S)-(3-fluorophenyl)-1-tert-butoxycarbonylpyrrolidine). The yield is 20.7%. RXN SMILES: [CH3:1]N(C)CCN(C)C.[Si:9]([O:16][CH2:17][C@@H:18]1[C@@H:22]([C:23]2[CH:28]=[CH:27][CH:26]=[C:25]([F:29])[CH:24]=2)[CH2:21][N:20]([C:30]([O:32][C:33]([CH3:36])([CH3:35])[CH3:34])=[O:31])[CH2:19]1)([C:12]([CH3:15])([CH3:14])[CH3:13])([CH3:11])[CH3:10].C([Li])(CC)C.CCCCCC>C(OCC)C.C(OCC)(=O)C>[CH3:1][CH:19]1[C@H:18]([CH2:17][O:16][Si:9]([C:12]([CH3:15])([CH3:14])[CH3:13])([CH3:11])[CH3:10])[C@@H:22]([C:23]2[CH:28]=[CH:27][CH:26]=[C:25]([F:29])[CH:24]=2)[CH2:21][N:20]1[C:30]([O:32][C:33]([CH3:36])([CH3:35])[CH3:34])=[O:31]. Reported procedure: N,N,N′,N′-Tetramethylethylenediamine (0.268 mL, 2.4 mmol) was added to a solution of 3-(R)-((tert-butyldimethylsilyloxy)methyl)-4-(S)-(3-fluorophenyl)-1-tert-butoxycarbonylpyrrolidine (1.0 g, 2.4 mmol, from Step A) in 5 mL of diethyl ether at −78° C. under nitrogen. sec-Butyllithium (2.2 mL, 1.3M in cyclohexane, 2.8 mmol) was then added dropwise. After 45 min., (MeO)2SO2 (0.298 mL, 4.8 mmol) was added, and the reaction mixture was slowly warmed to room temperature overnight. The reaction was que... Reactants: [N+](=O)([O-])C1=CC=C2C(OC(=O)C2=C1)=CC1=CC=C(C=C1)[N+](=O)[O-] (6-Nitro-3-(p-nitrophenylmethylene)phthalide), CCCCC[C@@H](C=C[C@H]1[C@@H](CC(=O)[C@@H]1CCCCCCC(=O)O)O)O (Kaishi). Reagents/catalysts: [Fe] (iron). Product: NC1=CC=C2C(OC(=O)C2=C1)=CC1=CC=C(C=C1)N (6-amino-3-(p-aminophenylmethylene)phthalide). Reaction SMILES: [N+:1]([C:4]1[CH:13]=[C:12]2[C:7]([C:8](=[CH:14][C:15]3[CH:20]=[CH:19][C:18]([N+:21]([O-])=O)=[CH:17][CH:16]=3)[O:9][C:10]2=[O:11])=[CH:6][CH:5]=1)([O-])=O.CCCCC[C@H](O)C=C[C@@H]1[C@@H](CCCCCCC(O)=O)C(=O)C[C@H]1O>[Fe]>[NH2:1][C:4]1[CH:13]=[C:12]2[C:7]([C:8](=[CH:14][C:15]3[CH:20]=[CH:19][C:18]([NH2:21])=[CH:17][CH:16]=3)[O:9][C:10]2=[O:11])=[CH:6][CH:5]=1. Procedure: 6-Nitro-3-(p-nitrophenylmethylene)phthalide prepared by the process mentioned in "Nihon Kagaku Kaishi (Journal of Japan Chemical Society)", page 110 (1973) was reduced with iron powder by conventional method and the resulting crude product was crystallized from isopropanol to obtain 6-amino-3-(p-aminophenylmethylene)phthalide. Reactants: CC(C)(C)c1ccc([N+](=O)[O-])cc1[N+](=O)[O-], O, S. The product is CC(C)(C)c1ccc(N)cc1[N+](=O)[O-]. As a reaction SMILES: [N+:1]([O-:2])(=[O:3])[c:4]1[cH:5][c:6]([N+:14](=[O:15])[O-:16])[c:7]([C:10]([CH3:11])([CH3:12])[CH3:13])[cH:8][cH:9]1.[OH2:18].[S:17]>>[NH2:1][c:4]1[cH:5][c:6]([N+:14](=[O:15])[O-:16])[c:7]([C:10]([CH3:11])([CH3:12])[CH3:13])[cH:8][cH:9]1. Starting materials: CO, Nc1ccc(C(F)(F)F)cc1, ClI. Product: Nc1ccc(C(F)(F)F)cc1I. Reaction SMILES: [CH3:14][OH:15].[F:1][C:2]([c:3]1[cH:4][cH:5][c:6]([NH2:9])[cH:7][cH:8]1)([F:10])[F:11].[I:12][Cl:13]>>[F:1][C:2]([c:3]1[cH:4][c:5]([I:12])[c:6]([NH2:9])[cH:7][cH:8]1)([F:10])[F:11]. Reactants: [BH3-]C#N, CO, O=Cc1ccccc1, ClCCl, CCOC(=O)C1CCCNC1, [Na+]. The product is CCOC(=O)C1CCCN(Cc2ccccc2)C1. Reaction SMILES: [C:20]([BH3-:21])#[N:22].[CH3:24][OH:25].[CH:12](=[O:13])[c:14]1[cH:15][cH:16][cH:17][cH:18][cH:19]1.[Cl:26][CH2:27][Cl:28].[NH:1]1[CH2:2][CH:3]([C:4](=[O:5])[O:6][CH2:7][CH3:8])[CH2:9][CH2:10][CH2:11]1.[Na+:23]>>[N:1]1([CH2:12][c:14]2[cH:15][cH:16][cH:17][cH:18][cH:19]2)[CH2:2][CH:3]([C:4](=[O:5])[O:6][CH2:7][CH3:8])[CH2:9][CH2:10][CH2:11]1.